Task: describe an organic reaction: reactants, conditions, products, and yield. Dataset: the Open Reaction Database (ORD), a public repository of structured organic reaction records Run at time 30 minute. RXN SMILES: [O:1]1[CH2:3][CH2:2]1.CC([CH2:7][NH2:8])O.[N+:9]([C:12]1([CH2:18][CH:19]2[CH2:21][O:20]2)[CH2:17][CH2:16][CH2:15][CH2:14][CH2:13]1)([O-:11])=[O:10]>>[OH:1][CH2:2][CH2:3][N:8]([CH3:7])[CH2:21][CH:19]([OH:20])[CH2:18][C:12]1([N+:9]([O-:11])=[O:10])[CH2:17][CH2:16][CH2:15][CH2:14][CH2:13]1. The reactants are epoxide, O1CC1 (oxirane), CC(O)CN (monomethylethanolamine), CC(O)CN (monomethylethanolamine), O1CC1 (oxirane), [N+](=O)([O-])C1(CCCCC1)CC1OC1 (2-((1-nitrocyclohexyl)methyl)oxirane). Procedure: A one neck 100 mL round bottom flask equipped with a stir bar, condenser and nitrogen outlet is charged with 3.24 g (34.6% purity, 0.018 mols) of 24(1-nitrocyclohexyl)methyl)oxirane and 1.31 g (0.018 mols) of monomethylethanolamine. The reaction mixture is stirred at room temperature for 30 minutes followed by heating at 40° C. for 1.5 h. The yellow color oxirane turns to dark orange and the resulting product has high viscosity. GC of the reaction mixture after this time still shows the presence... The product is OCCN(CC(CC1(CCCCC1)[N+](=O)[O-])O)C (1-((2-hydroxyethyl)(methyl)amino)-3-(1-nitrocyclohexyl)propan-2-ol). Starting materials: CC(C)(C)OC(=O)N1CCC(=O)CC1, CC(=O)O[BH-](OC(C)=O)OC(C)=O, CC(=O)O, ClCCl, Nc1cc(Cl)ccc1O, [Na+], [Na+], O=C([O-])O. Yields the product CC(C)(C)OC(=O)N1CCC(Nc2cc(Cl)ccc2O)CC1. RXN SMILES: [C:10]([CH3:11])([CH3:12])([CH3:13])[O:14][C:15](=[O:16])[N:17]1[CH2:18][CH2:19][C:20](=[O:23])[CH2:21][CH2:22]1.[C:24]([O:25][BH-:26]([O:27][C:28](=[O:29])[CH3:30])[O:31][C:32](=[O:33])[CH3:34])(=[O:35])[CH3:36].[CH3:38][C:39](=[O:40])[OH:41].[Cl:47][CH2:48][Cl:49].[NH2:1][c:2]1[c:3]([OH:9])[cH:4][cH:5][c:6]([Cl:8])[cH:7]1.[Na+:37].[Na+:46].[O-:42][C:43]([OH:44])=[O:45]>>[NH:1]([c:2]1[c:3]([OH:9])[cH:4][cH:5][c:6]([Cl:8])[cH:7]1)[CH:20]1[CH2:19][CH2:18][N:17]([C:15]([O:14][C:10]([CH3:11])([CH3:12])[CH3:13])=[O:16])[CH2:22][CH2:21]1.